From a dataset of the Open Reaction Database (ORD), a public repository of structured organic reaction records. describe an organic reaction: reactants, conditions, products, and yield Reactants: CN(C)C1(c2ccccc2)CCC(=CC(=O)NCc2c[nH]c3ccccc23)CC1, CCC(C)=O, C[Si](C)(C)Cl. The product is CN(C)C1(c2ccccc2)CCC(=CC(=O)NCc2c[nH]c3ccccc23)CC1, Cl. RXN SMILES: [CH3:1][N:2]([C:3]1([c:23]2[cH:24][cH:25][cH:26][cH:27][cH:28]2)[CH2:4][CH2:5][C:6](=[CH:9][C:10](=[O:11])[NH:12][CH2:13][c:14]2[cH:15][nH:16][c:17]3[cH:18][cH:19][cH:20][cH:21][c:22]23)[CH2:7][CH2:8]1)[CH3:29].[CH3:35][C:36]([CH2:37][CH3:38])=[O:39].[Cl:30][Si:31]([CH3:32])([CH3:33])[CH3:34]>>[CH3:1][N:2]([C:3]1([c:23]2[cH:24][cH:25][cH:26][cH:27][cH:28]2)[CH2:4][CH2:5][C:6](=[CH:9][C:10](=[O:11])[NH:12][CH2:13][c:14]2[cH:15][nH:16][c:17]3[cH:18][cH:19][cH:20][cH:21][c:22]23)[CH2:7][CH2:8]1)[CH3:29].[ClH:30]. Starting materials: O=C([O-])O, ClCCl, [Na+], [Na+], CCCC(C)COc1ccc(C(CO)NC(=O)OC(C)(C)C)cc1, O=S([O-])O. The product is CCCC(C)COc1ccc(C(C=O)NC(=O)OC(C)(C)C)cc1. Reaction SMILES: [C:25](=[O:26])([OH:27])[O-:28].[Cl:35][CH2:36][Cl:37].[Na+:29].[Na+:34].[OH:1][CH2:2][CH:3]([c:4]1[cH:5][cH:6][c:7]([O:10][CH2:11][CH:12]([CH2:13][CH2:14][CH3:15])[CH3:16])[cH:8][cH:9]1)[NH:17][C:18]([O:19][C:20]([CH3:21])([CH3:22])[CH3:23])=[O:24].[S:30](=[O:31])([OH:32])[O-:33]>>[O:1]=[CH:2][CH:3]([c:4]1[cH:5][cH:6][c:7]([O:10][CH2:11][CH:12]([CH2:13][CH2:14][CH3:15])[CH3:16])[cH:8][cH:9]1)[NH:17][C:18]([O:19][C:20]([CH3:21])([CH3:22])[CH3:23])=[O:24]. The reactants are BrCCCCCCCl (1-bromo-6-chlorohexane), C(C)(C)C1=C(C(=CC=C1)C(C)C)NC(CSC(C)=O)=O (N-(2,6-diisopropylphenyl)-2-(acetylthio)acetamide), C(C)O (ethanol), [OH-].[Na+] (sodium hydroxide). Solvent: O (water). Conditions: time 30 minute. The product is C(C)(C)C1=C(C(=CC=C1)C(C)C)NC(CSCCCCCCCl)=O (N-(2,6-diisopropylphenyl)-2-(6-chlorohexylthio)acetamide). Yield: 97.4%. Reaction SMILES: [CH:1]([C:4]1[CH:9]=[CH:8][CH:7]=[C:6]([CH:10]([CH3:12])[CH3:11])[C:5]=1[NH:13][C:14](=[O:20])[CH2:15][S:16][C:17](=O)[CH3:18])([CH3:3])[CH3:2].C(O)C.[OH-].[Na+].BrCC[CH2:29][CH2:30][CH2:31][CH2:32][Cl:33]>O>[CH:1]([C:4]1[CH:9]=[CH:8][CH:7]=[C:6]([CH:10]([CH3:12])[CH3:11])[C:5]=1[NH:13][C:14](=[O:20])[CH2:15][S:16][CH2:17][CH2:18][CH2:29][CH2:30][CH2:31][CH2:32][Cl:33])([CH3:3])[CH3:2] |f:2.3|. Procedure details: To a mixture of 29.3 g of N-(2,6-diisopropylphenyl)-2-(acetylthio)acetamide and 240 ml of ethanol was added dropwise 27 ml of a 30% aqueous sodium hydroxide solution at 0° C. in an argon atmosphere. After stirring for 30 minutes, 20.0 g of 1-bromo-6-chlorohexane was added thereto, followed by stirring at room temperature for 4 hours. To the reaction mixture was added 50 ml of water to yield 36.0 g of N-(2,6-diisopropylphenyl)-2-(6-chlorohexylthio)acetamide as colorless needle crystals having a m... Reactants: CO, CCOC(=O)Cc1ccc2[nH]c(-c3ccc(Cl)s3)nc2c1, [Na+], [OH-]. The product is O=C(O)Cc1ccc2[nH]c(-c3ccc(Cl)s3)nc2c1. Reaction SMILES: [CH3:24][OH:25].[Cl:3][c:4]1[cH:5][cH:6][c:7](-[c:9]2[n:10][c:11]3[c:12]([nH:13]2)[cH:14][cH:15][c:16]([CH2:18][C:19](=[O:20])[O:21][CH2:22][CH3:23])[cH:17]3)[s:8]1.[Na+:2].[OH-:1]>>[Cl:3][c:4]1[cH:5][cH:6][c:7](-[c:9]2[n:10][c:11]3[c:12]([nH:13]2)[cH:14][cH:15][c:16]([CH2:18][C:19](=[O:20])[OH:21])[cH:17]3)[s:8]1. Reactants: [N-]=[N+]=[N-].[Na+] (Sodium azide), FC=1C=C(C=CC1N1CC2OC2C1)N1C(O[C@H](C1)CNC(C)=O)=O (N-({(5S)-3-[3-fluoro-4-(6-oxa-3-azabicyclo[3.1.0]hex-3-yl)phenyl]-2-oxo-1,3-oxazolidin-5-yl}methyl)acetamide). Solvent: CC(=O)C.O (acetone H2O). Run at temperature 55 celsius. Product: N(=[N+]=[N-])C1CN(CC1O)C1=C(C=C(C=C1)N1C(O[C@H](C1)CNC(C)=O)=O)F (N-({(5S)-3-[4-(3-azido-4-hydroxypyrrolidin-1-yl)-3-fluorophenyl]-2-oxo-1,3-oxazolidin-5-yl}methyl)acetamide). As a reaction SMILES: [N-:1]=[N+:2]=[N-:3].[Na+].[F:5][C:6]1[CH:7]=[C:8]([N:18]2[CH2:22][C@H:21]([CH2:23][NH:24][C:25](=[O:27])[CH3:26])[O:20][C:19]2=[O:28])[CH:9]=[CH:10][C:11]=1[N:12]1[CH2:17][CH:16]2[CH:14]([O:15]2)[CH2:13]1>CC(C)=O.O>[N:1]([CH:16]1[CH:14]([OH:15])[CH2:13][N:12]([C:11]2[CH:10]=[CH:9][C:8]([N:18]3[CH2:22][C@H:21]([CH2:23][NH:24][C:25](=[O:27])[CH3:26])[O:20][C:19]3=[O:28])=[CH:7][C:6]=2[F:5])[CH2:17]1)=[N+:2]=[N-:3] |f:0.1,3.4|. Procedure: Sodium azide (42 mg, 0.64 mmol) was added to a solution of N-({(5S)-3-[3-fluoro-4-(6-oxa-3-azabicyclo[3.1.0]hex-3-yl)phenyl]-2-oxo-1,3-oxazolidin-5-yl}methyl)acetamide (36 mg, 0.107 mmol, prepared using the general procedure described for Example 40) in 2:1 acetone-H2O (1.0 mL) and the solution heated at 55° C. for 16 hours. The solution was cooled, concentrated to remove acetone, diluted with water and extracted with chloroform. Combined organic extracts were dried (MgSO4), filtered and concent...